This data is from the Open Reaction Database (ORD), a public repository of structured organic reaction records. The task is: describe an organic reaction: reactants, conditions, products, and yield Yields the product ClC=1C=C(C=CC1Cl)C(C(F)(F)F)OC1=NC=C(C=C1)NC(=O)NC(C1=C(C=CC=C1F)F)=O (N-[[[2-[1-(3,4-Dichlorophenyl)-2,2,2-trifluoroethyoxy]pyridin-5-yl]amino]carbonyl]-2,6-difluorobenzamide). The reactants are NC=1C=CC(=NC1)OC(C(F)(F)F)C1=CC(=C(C=C1)Cl)Cl (5-amino-2-[1-(3,4-dichlorophenyl)-2,2,2-trifluoroethoxy]pyridine), FC1=C(C(=O)N)C(=CC=C1)F (2,6-difluorobenzamide), C(C(=O)Cl)(=O)Cl (oxalyl chloride), C(Cl)Cl (methylene chloride), resultant solution. Reaction SMILES: [F:1][C:2]1[CH:10]=[CH:9][CH:8]=[C:7]([F:11])[C:3]=1[C:4]([NH2:6])=[O:5].C(Cl)(=O)[C:13](Cl)=[O:14].C(Cl)Cl.[NH2:21][C:22]1[CH:23]=[CH:24][C:25]([O:28][CH:29]([C:34]2[CH:39]=[CH:38][C:37]([Cl:40])=[C:36]([Cl:41])[CH:35]=2)[C:30]([F:33])([F:32])[F:31])=[N:26][CH:27]=1>C1(C)C=CC=CC=1.C(=O)=O.CCCCCCC>[Cl:41][C:36]1[CH:35]=[C:34]([CH:29]([O:28][C:25]2[CH:24]=[CH:23][C:22]([NH:21][C:13]([NH:6][C:4](=[O:5])[C:3]3[C:2]([F:1])=[CH:10][CH:9]=[CH:8][C:7]=3[F:11])=[O:14])=[CH:27][N:26]=2)[C:30]([F:33])([F:31])[F:32])[CH:39]=[CH:38][C:37]=1[Cl:40]. Run in C(=O)=O (dry ice), C1(=CC=CC=C1)C (toluene), C1(=CC=CC=C1)C (toluene), CCCCCCC (n-heptane). Procedure: A stirred mixture of 2,6-difluorobenzamide (0.56 g, 0.0036 mole), oxalyl chloride (0.45 g, 0.0036 mole), and methylene chloride (10 ml) in toluene (70 ml) was heated at reflux for three hours. Approximately 10 ml of solvent was removed by distillation under reduced pressure. A solution of 5-amino-2-[1-(3,4-dichlorophenyl)-2,2,2-trifluoroethoxy]pyridine (1.2 g, 0.0036 mole) in toluene (35 ml) was added to the reaction mixture. The resultant solution was stirred at room temperarture for approximat...